describe an organic reaction: reactants, conditions, products, and yield From a dataset of the Open Reaction Database (ORD), a public repository of structured organic reaction records. Starting materials: CNC (dimethylamine), ClC1=C(C(=O)C2=C(C=CC(=C2)Cl)N2N=C(N=C2CCl)C(=O)O)C=CC=C1 (1-[2-(o-chlorobenzoyl)-4-chlorophenyl]-5-(chloromethyl)-1H-1,2,4-triazole-3-carboxylic acid), [I-].[Na+] (sodium iodide), CO (methanol). Reaction conditions: time 6 hour. Product: ClC1=C(C(=O)C2=C(C=CC(=C2)Cl)N2N=C(N=C2CN(C)C)C(=O)O)C=CC=C1 (1-[2-(o-chlorobenzoyl)-4-chlorophenyl]-5-[(dimethylamino)-methyl]-1H-1,2,4-triazole-3-carboxylic acid). RXN SMILES: [CH3:1][NH:2][CH3:3].ClC1C=CC=CC=1C([C:9]1[CH:14]=[C:13]([Cl:15])[CH:12]=[CH:11][C:10]=1[N:16]1[C:20]([CH2:21]Cl)=[N:19][C:18]([C:23]([OH:25])=[O:24])=[N:17]1)=O.[I-].[Na+].[CH3:32][OH:33]>>[Cl:15][C:13]1[CH:14]=[CH:9][CH:10]=[CH:11][C:12]=1[C:32]([C:11]1[CH:12]=[C:13]([Cl:15])[CH:14]=[CH:9][C:10]=1[N:16]1[C:20]([CH2:21][N:2]([CH3:3])[CH3:1])=[N:19][C:18]([C:23]([OH:25])=[O:24])=[N:17]1)=[O:33] |f:2.3|. Procedure details: 310 ml (0.226 mole) of a 33% ethanolic dimethylamine solution is added to a suspension of 45.0 g (0.11 mole) of 1-[2-(o-chlorobenzoyl)-4-chlorophenyl]-5-(chloromethyl)-1H-1,2,4-triazole-3-carboxylic acid (see DT-OS 2,159,527, page 32) and 0.5 g (0.0033 mole) of sodium iodide in 250 ml of methanol, and the mixture is stirred for 6 hours at room temperature. The clear reaction solution is concentrated in vacuo; the residue is dissolved in 200 ml of water, and 2 N hydrochloric acid solution is slow... Conditions: temperature 50 celsius, time 1 hour. Starting materials: [H-].[Na+] (sodium hydride), C(C(C)C)Br (isobutyl bromide), C(C1=CC=CC=C1)N1C=NC=2NC(NC(C12)=O)=O (7-benzylxanthine), C(C(C)C)Br (isobutyl bromide). As a reaction SMILES: [CH2:1]([N:8]1[C:16]2[C:15](=[O:17])[NH:14][C:13](=[O:18])[NH:12][C:11]=2[N:10]=[CH:9]1)[C:2]1[CH:7]=[CH:6][CH:5]=[CH:4][CH:3]=1.[H-].[Na+].[CH2:21](Br)[CH:22]([CH3:24])[CH3:23]>CN(C)C=O.O.CO>[CH2:1]([N:8]1[C:16]2[C:15](=[O:17])[NH:14][C:13](=[O:18])[N:12]([CH2:21][CH:22]([CH3:24])[CH3:23])[C:11]=2[N:10]=[CH:9]1)[C:2]1[CH:7]=[CH:6][CH:5]=[CH:4][CH:3]=1 |f:1.2|. Reported procedure: 1.5 g (6.2 mmol) of 7-benzylxanthine from stage b) were dissolved in 50 ml of dimethylformamide at 50° C. and treated in portions with 0.149 g (6.2 mmol) of sodium hydride and stirred at 50° C. for one hour. 0.67 ml (6.2 mmol) of isobutyl bromide was added dropwise and the mixture was heated to 80° C. After 5 hours, a further 0.2 ml (1.86 mmol) of isobutyl bromide was added and the mixture was stirred for a further 5 hours. 12 ml of water and 5 ml of methanol were then added, the mixture was sti... Product: C(C1=CC=CC=C1)N1C=NC=2N(C(NC(C12)=O)=O)CC(C)C (7-Benzyl-3-isobutylxanthine). Solvent: CO (methanol), O (water), CN(C=O)C (dimethylformamide), O (water). The reactants are Cc1nc2ccccn2c(=O)c1Br, CC[O-], CCO, [Na+], O=Cc1cccnc1. Product: O=c1c(Br)c(C=Cc2cccnc2)nc2ccccn12. RXN SMILES: [Br:1][c:2]1[c:3]([CH3:13])[n:4][c:5]2[n:6]([c:7]1=[O:8])[cH:9][cH:10][cH:11][cH:12]2.[CH3:23][CH2:24][O-:25].[CH3:26][CH2:27][OH:28].[Na+:22].[n:14]1[cH:15][c:16]([CH:20]=[O:21])[cH:17][cH:18][cH:19]1>>[Br:1][c:2]1[c:3]([CH:13]=[CH:20][c:16]2[cH:15][n:14][cH:19][cH:18][cH:17]2)[n:4][c:5]2[n:6]([c:7]1=[O:8])[cH:9][cH:10][cH:11][cH:12]2. Starting materials: BrC1=CC=C(C(=N1)C#N)OC (6-bromo-3-methoxy-pyridine-2-carbonitrile), C(=O)([O-])[O-].[Na+].[Na+] (Na2CO3), B(C1=CC=C(C=C1)C(=O)O)(O)O (4-carboxylphenylboronic acid), C(C)O (ethanol). The reagents and catalysts are C=1C=CC(=CC1)[P](C=2C=CC=CC2)(C=3C=CC=CC3)[Pd]([P](C=4C=CC=CC4)(C=5C=CC=CC5)C=6C=CC=CC6)([P](C=7C=CC=CC7)(C=8C=CC=CC8)C=9C=CC=CC9)[P](C=1C=CC=CC1)(C=1C=CC=CC1)C=1C=CC=CC1 ((Ph3P)4Pd). The solvent is C1(=CC=CC=C1)C (toluene). Run at temperature 80 celsius. Yields the product C(C)OC(C1=CC=C(C=C1)C1=NC(=C(C=C1)OC)C#N)=O (4-(6-cyano-5-methoxy-pyridin-2-yl)-benzoic acid ethyl ester). As a reaction SMILES: Br[C:2]1[N:7]=[C:6]([C:8]#[N:9])[C:5]([O:10][CH3:11])=[CH:4][CH:3]=1.C([O-])([O-])=O.[Na+].[Na+].B(O)(O)[C:19]1[CH:24]=[CH:23][C:22]([C:25]([OH:27])=[O:26])=[CH:21][CH:20]=1.[CH2:30](O)[CH3:31]>C1(C)C=CC=CC=1.C1C=CC([P]([Pd]([P](C2C=CC=CC=2)(C2C=CC=CC=2)C2C=CC=CC=2)([P](C2C=CC=CC=2)(C2C=CC=CC=2)C2C=CC=CC=2)[P](C2C=CC=CC=2)(C2C=CC=CC=2)C2C=CC=CC=2)(C2C=CC=CC=2)C2C=CC=CC=2)=CC=1>[CH2:30]([O:27][C:25](=[O:26])[C:22]1[CH:23]=[CH:24][C:19]([C:2]2[CH:3]=[CH:4][C:5]([O:10][CH3:11])=[C:6]([C:8]#[N:9])[N:7]=2)=[CH:20][CH:21]=1)[CH3:31] |f:1.2.3,^1:43,45,64,83|. Procedure details: A solution of 6-bromo-3-methoxy-pyridine-2-carbonitrile from Example 13c in toluene is treated with 2 M Na2CO3 (aqueous), 4-carboxylphenylboronic acid (1 equiv.), ethanol and catalytic (Ph3P)4Pd) and is heated at 80° C. for 18 h. The reaction mixture is evaporated and the residue is dissolved in ethanol with 4 N HCl in dioxane and heated at reflux for 18 h. The reaction mixture is evaporated, the residue taken into ethyl acetate, washed with 5% Na2CO3 (aqueous), dried over MgSO4 and evaporated t... The reactants are COC1=C(C(=O)NC=2SC=C(C2C(=O)N)C)C=CC=C1 (2-(2-methoxybenzamido)-4-methylthiophene-3-carboxamide), [OH-].[Na+] (NaOH), CCO (EtOH). The solvent is O (water). Run at temperature 120 celsius. Yields the product COC1=C(C=CC=C1)C=1NC(C2=C(N1)SC=C2C)=O (2-(2-methoxyphenyl)-5-methylthieno[2,3-d]pyrimidin-4(3H)-one). The yield is 60.8%. As a reaction SMILES: [CH3:1][O:2][C:3]1[CH:20]=[CH:19][CH:18]=[CH:17][C:4]=1[C:5]([NH:7][C:8]1[S:9][CH:10]=[C:11]([CH3:16])[C:12]=1[C:13]([NH2:15])=[O:14])=O.[OH-].[Na+].CCO>O>[CH3:1][O:2][C:3]1[CH:20]=[CH:19][CH:18]=[CH:17][C:4]=1[C:5]1[NH:15][C:13](=[O:14])[C:12]2[C:11]([CH3:16])=[CH:10][S:9][C:8]=2[N:7]=1 |f:1.2|. Procedure: A mixture of 2-(2-methoxybenzamido)-4-methylthiophene-3-carboxamide (0.84 g, 2.9 mmol), 6 N aqueous NaOH (4.8 mL), and EtOH (4.8 mL) was heated at 120° C. for 16 h. The reaction was cooled, diluted with water, and extracted with CH2Cl2. The combined extracts were washed with water, dried over Na2SO4, and concentrated under vacuum to give 2-(2-methoxyphenyl)-5-methylthieno[2,3-d]pyrimidin-4(3H)-one (0.48 g, 61% yield). LC/MS: m/z 273.1 (M+H)+ at 2.91 min (10%-99% CH3CN (0.035% TFA)/H2O (0.05% TFA... The reactants are C(C1=CC=CC=C1)N1C(C(=C(C2=CC=CC=C12)O)C(=O)OCC)=O (Ethyl 1-benzyl-4-hydroxy-2-oxo-1,2-dihydroquinoline-3-carboxylate), C(CCCCCCCCCCC)(=O)NN (dodecanoyl hydrazine). Product: C(C1=CC=CC=C1)N1C(C(=C(C2=CC=CC=C12)O)C(=O)NNC(CCCCCCCCCCC)=O)=O (1-Benzyl-N′-dodecanoyl-4-hydroxy-2-oxo-1,2-dihydroquinoline-3-carbohydrazide). Reaction SMILES: [CH2:1]([N:8]1[C:17]2[C:12](=[CH:13][CH:14]=[CH:15][CH:16]=2)[C:11]([OH:18])=[C:10]([C:19](OCC)=[O:20])[C:9]1=[O:24])[C:2]1[CH:7]=[CH:6][CH:5]=[CH:4][CH:3]=1.[C:25]([NH:38][NH2:39])(=[O:37])[CH2:26][CH2:27][CH2:28][CH2:29][CH2:30][CH2:31][CH2:32][CH2:33][CH2:34][CH2:35][CH3:36]>>[CH2:1]([N:8]1[C:17]2[C:12](=[CH:13][CH:14]=[CH:15][CH:16]=2)[C:11]([OH:18])=[C:10]([C:19]([NH:39][NH:38][C:25](=[O:37])[CH2:26][CH2:27][CH2:28][CH2:29][CH2:30][CH2:31][CH2:32][CH2:33][CH2:34][CH2:35][CH3:36])=[O:20])[C:9]1=[O:24])[C:2]1[CH:3]=[CH:4][CH:5]=[CH:6][CH:7]=1. Reported procedure: Reagents: Comp 32 (0.12 mmols, 0.04 g); dodecanoyl hydrazine (0.15 mmols, 0.033 g). Yield: 0.045 g (75%), white solid, m.p.=150° C.-151° C. As a reaction SMILES: [CH3:1][N:2]1[CH2:7][CH2:6][N:5]([C@@H:8]2[CH2:13][CH2:12][C@H:11]([N:14]3[C:18]4=[N:19][CH:20]=[N:21][C:22]([NH2:23])=[C:17]4[C:16]([C:24]4[CH:29]=[CH:28][C:27]([O:30][C:31]5[CH:36]=[CH:35][CH:34]=[CH:33][C:32]=5[N+:37]([O-])=O)=[CH:26][CH:25]=4)=[N:15]3)[CH2:10][CH2:9]2)[CH2:4][CH2:3]1.C(O)(=O)C>C(O)C.[Pd]>[NH2:37][C:32]1[CH:33]=[CH:34][CH:35]=[CH:36][C:31]=1[O:30][C:27]1[CH:26]=[CH:25][C:24]([C:16]2[C:17]3[C:18](=[N:19][CH:20]=[N:21][C:22]=3[NH2:23])[N:14]([C@H:11]3[CH2:12][CH2:13][C@@H:8]([N:5]4[CH2:6][CH2:7][N:2]([CH3:1])[CH2:3][CH2:4]4)[CH2:9][CH2:10]3)[N:15]=2)=[CH:29][CH:28]=1. The reagents and catalysts are [Pd] (Pd-C). Reaction conditions: time 16 hour. Procedure: A mixture of cis-1-[4-(4-methylpiperazino)cyclohexyl]-3-[4-(2nitrophenoxy)phenyl]-1H-pyrazolo[3,4-d]pyrimidin-4-amine (0.059 g, 0.091 mmol, 1 equiv), glacial acetic acid (0.03 mL, 0.5 mmol, 5 equiv), and 10% Pd-C (0.024 g, 0.4 wt/wt equiv) in ethanol (1 mL) was stirred at room temperature under a positive pressure of H2 for 16 h. Solids were removed by filtration with the aid of CH2Cl2 (10 mL) and the filtrate was concentrated to afford a yellow oil. The residue was purified by preparative RP-HP... Starting materials: CN1CCN(CC1)[C@H]1CC[C@H](CC1)N1N=C(C=2C1=NC=NC2N)C2=CC=C(C=C2)OC2=C(C=CC=C2)[N+](=O)[O-] (cis-1-[4-(4-methylpiperazino)cyclohexyl]-3-[4-(2nitrophenoxy)phenyl]-1H-pyrazolo[3,4-d]pyrimidin-4-amine), C(C)(=O)O (acetic acid). The yield is 39.6%. Run in C(C)O (ethanol). Product: NC1=C(OC2=CC=C(C=C2)C2=NN(C3=NC=NC(=C32)N)[C@@H]3CC[C@@H](CC3)N3CCN(CC3)C)C=CC=C1 (cis-3-[4-(2-aminophenoxy)phenyl]-1-[4-(4-methylpiperazino)cyclohexyl]-1H-pyrazolo[3,4-d]pyrimidin-4-amine). Reactants: FC1=C(C(=O)Cl)C=CC(=C1)OC (2-fluoro-4-methoxybenzoyl chloride), C(C)OC(CC(=O)[O-])=O.[K+] (potassium 3-ethoxy-3-oxopropanoate), [Cl-].[Mg+2].[Cl-] (magnesium (II) chloride), Cl (hydrochloric acid). The solvent is C(C)N(CC)CC (triethylamine), C(C)#N (acetonitrile), C(C)#N (acetonitrile), C(C)N(CC)CC (triethylamine). Conditions: time 5 hour. Yields the product FC1=C(C=CC(=C1)OC)C(CC(=O)OCC)=O (ethyl 3-(2-fluoro-4-methoxyphenyl)-3-oxopropanoate). Yield: 78.4%. As a reaction SMILES: [CH2:1]([O:3][C:4](=[O:9])[CH2:5][C:6]([O-:8])=O)[CH3:2].[K+].[Cl-].[Mg+2].[Cl-].[F:14][C:15]1[CH:23]=[C:22]([O:24][CH3:25])[CH:21]=[CH:20][C:16]=1C(Cl)=O.Cl>C(#N)C.C(N(CC)CC)C>[F:14][C:15]1[CH:23]=[C:22]([O:24][CH3:25])[CH:21]=[CH:20][C:16]=1[C:6](=[O:8])[CH2:5][C:4]([O:3][CH2:1][CH3:2])=[O:9] |f:0.1,2.3.4|. Procedure details: To a solution of 12.34 g (72.5 mmol) of potassium 3-ethoxy-3-oxopropanoate in suspension in 150 ml anhydrous acetonitrile are added at −0° C. under argon 10.11 ml (72.5 mmol) of triethylamine and 8.28 g (87 mmol) of magnesium (II) chloride. The reaction mixture is stirred for 5 h at room temperature, then at 0° C. a solution of 5.47 g (29 mmol) of 2-fluoro-4-methoxybenzoyl chloride dissolved in 30 ml of acetonitrile is added as well as 4.45 ml (31.9 mmol) of triethylamine. The reaction mixture i... Starting materials: [N+](=O)(O)[O-] (nitric acid), S(O)(O)(=O)=O (sulfuric acid), ClC1=CC=NC2=CC(=CC=C12)Cl (4,7-dichloroquinoline). Run at time 18 hour. Yields the product ClC1=CC=NC2=C(C(=CC=C12)Cl)[N+](=O)[O-] (4,7-Dichloro-8-nitro-quinoline). Yield: 94.0%. Reaction SMILES: [N+:1]([O-:4])(O)=[O:2].S(=O)(=O)(O)O.[Cl:10][C:11]1[C:20]2[C:15](=[CH:16][C:17]([Cl:21])=[CH:18][CH:19]=2)[N:14]=[CH:13][CH:12]=1>>[Cl:10][C:11]1[C:20]2[C:15](=[C:16]([N+:1]([O-:4])=[O:2])[C:17]([Cl:21])=[CH:18][CH:19]=2)[N:14]=[CH:13][CH:12]=1. Procedure details: Fuming nitric acid (8 ml) and concentrated sulfuric acid (16 ml) were combined cautiously at −10° C. 4,7-dichloroquinoline (5 g, 25 mmol) was added portionwise at −10° C. and after complete addition the mixture was allowed to warm to room temperature and stirring continued for 18 h. The reaction mixture was poured onto ice and the resulting solid removed by filtration washed with water (100 ml) to give the title compound (5.7 g, 94%). Reactants: Cl.NC=1C=C(C(=O)O)C=C(C1Cl)S (3-amino-4-chloro-5-mercaptobenzoic acid hydrochloride), [OH-].[Na+] (sodium hydroxide), Cl (hydrochloric acid), [OH-].[Na+] (sodium hydroxide), S(=O)(=O)(OC)OC (dimethyl sulfate), C(C)O (ethanol). Run at time 3 hour. Yields the product NC=1C=C(C(=S)O)C=C(C1Cl)C (3-Amino-4-chloro-5-methylthiobenzoic acid). As a reaction SMILES: [ClH:1].[NH2:2][C:3]1[CH:4]=[C:5]([CH:9]=C(S)[C:11]=1Cl)[C:6](O)=O.[OH-:14].[Na+].[S:16](OC)(OC)(=O)=O.Cl.[CH2:24](O)[CH3:25]>>[NH2:2][C:3]1[CH:4]=[C:5]([CH:9]=[C:24]([CH3:25])[C:11]=1[Cl:1])[C:6]([OH:14])=[S:16] |f:0.1,2.3|. Procedure details: A solution of 3-amino-4-chloro-5-mercaptobenzoic acid hydrochloride (23 g.; 0.096 mole) in 50% aqueous ethanol (350 ml.) is made basic with 10N sodium hydroxide to pH = 9, and refluxed while dimethyl sulfate (14.2 ml.) is added dropwise during a one-hour period. Heating is continued for three hours and 10N sodium hydroxide is added in small portions to maintain pH 9. The reaction is cooled and acidified with hydrochloric acid to give 18 g. of 3-amino-4-chloro-5-methylthiobenzoic acid (87%) which...